This data is from the Open Reaction Database (ORD), a public repository of structured organic reaction records. The task is: describe an organic reaction: reactants, conditions, products, and yield Reaction SMILES: [C:27]([CH3:28])([CH3:29])([CH3:30])[NH:31][S:32](=[O:33])(=[O:34])[c:35]1[cH:36][c:37](-[c:41]2[n:42][c:43]([Sn:47]([CH2:48][CH2:49][CH2:50][CH3:51])([CH2:52][CH2:53][CH2:54][CH3:55])[CH2:56][CH2:57][CH2:58][CH3:59])[cH:44][cH:45][cH:46]2)[cH:38][cH:39][cH:40]1.[CH3:1][c:2]1[cH:3][c:4](-[c:16]2[cH:17][cH:18][c:19]([O:22][C:23]([F:24])([F:25])[F:26])[cH:20][cH:21]2)[cH:5][c:6]([O:8][S:9]([C:10]([F:11])([F:12])[F:13])(=[O:14])=[O:15])[n:7]1.[CH3:60][c:61]1[cH:62][cH:63][cH:64][cH:65][cH:66]1>>[CH3:1][c:2]1[cH:3][c:4](-[c:16]2[cH:17][cH:18][c:19]([O:22][C:23]([F:24])([F:25])[F:26])[cH:20][cH:21]2)[cH:5][c:6](-[c:43]2[n:42][c:41](-[c:37]3[cH:36][c:35]([S:32]([NH:31][C:27]([CH3:28])([CH3:29])[CH3:30])(=[O:33])=[O:34])[cH:40][cH:39][cH:38]3)[cH:46][cH:45][cH:44]2)[n:7]1. Starting materials: CCCC[Sn](CCCC)(CCCC)c1cccc(-c2cccc(S(=O)(=O)NC(C)(C)C)c2)n1, Cc1cc(-c2ccc(OC(F)(F)F)cc2)cc(OS(=O)(=O)C(F)(F)F)n1, Cc1ccccc1. The product is Cc1cc(-c2ccc(OC(F)(F)F)cc2)cc(-c2cccc(-c3cccc(S(=O)(=O)NC(C)(C)C)c3)n2)n1.